This data is from the Open Reaction Database (ORD), a public repository of structured organic reaction records. The task is: describe an organic reaction: reactants, conditions, products, and yield Starting materials: C1CCOC1, CO, [Li+], [OH-], O, O, CCOC(=O)CC1Cc2ccc(OCCCNc3ccccn3)cc2CNC1=O. Yields the product O=C(O)CC1Cc2ccc(OCCCNc3ccccn3)cc2CNC1=O. Reaction SMILES: [CH2:33]1[O:34][CH2:35][CH2:36][CH2:37]1.[CH3:39][OH:40].[Li+:32].[OH-:31].[OH2:30].[OH2:38].[n:1]1[c:2]([NH:7][CH2:8][CH2:9][CH2:10][O:11][c:12]2[cH:13][c:14]3[c:15]([cH:28][cH:29]2)[CH2:16][CH:17]([CH2:22][C:23](=[O:24])[O:25][CH2:26][CH3:27])[C:18](=[O:21])[NH:19][CH2:20]3)[cH:3][cH:4][cH:5][cH:6]1>>[n:1]1[c:2]([NH:7][CH2:8][CH2:9][CH2:10][O:11][c:12]2[cH:13][c:14]3[c:15]([cH:28][cH:29]2)[CH2:16][CH:17]([CH2:22][C:23](=[O:24])[OH:25])[C:18](=[O:21])[NH:19][CH2:20]3)[cH:3][cH:4][cH:5][cH:6]1. Reactants: CCOC(C)=O, FC(F)(F)c1ccc(C=Cc2nc(COc3ccc(C#CCCn4ccnn4)nn3)co2)cc1. Product: FC(F)(F)c1ccc(C=Cc2nc(COc3ccc(CCCCn4ccnn4)nn3)co2)cc1. As a reaction SMILES: [CH3:35][CH2:36][O:37][C:38](=[O:39])[CH3:40].[n:1]1([CH2:6][CH2:7][C:8]#[C:9][c:10]2[n:11][n:12][c:13]([O:16][CH2:17][c:18]3[n:19][c:20]([CH:23]=[CH:24][c:25]4[cH:26][cH:27][c:28]([C:31]([F:32])([F:33])[F:34])[cH:29][cH:30]4)[o:21][cH:22]3)[cH:14][cH:15]2)[n:2][n:3][cH:4][cH:5]1>>[n:1]1([CH2:6][CH2:7][CH2:8][CH2:9][c:10]2[n:11][n:12][c:13]([O:16][CH2:17][c:18]3[n:19][c:20]([CH:23]=[CH:24][c:25]4[cH:26][cH:27][c:28]([C:31]([F:32])([F:33])[F:34])[cH:29][cH:30]4)[o:21][cH:22]3)[cH:14][cH:15]2)[n:2][n:3][cH:4][cH:5]1. The reactants are FC1=CC=C(C=C1)C=1C(=NC=C(C(=O)O)C1)OCC1CC1 (5-(4-fluoro-phenyl)-6-cyclopropylmethoxy-nicotinic acid), N[C@H]1[C@@H](CCCC1)O ((1R,2R)-2-amino-cyclohexanol). Product: C1(CC1)COC1=NC=C(C(=O)N[C@H]2[C@@H](CCCC2)O)C=C1C1=CC=C(C=C1)F (6-cyclopropylmethoxy-5-(4-fluoro-phenyl)-N-((1R,2R)-2-hydroxy-cyclohexyl)-nicotinamide). RXN SMILES: [F:1][C:2]1[CH:7]=[CH:6][C:5]([C:8]2[C:9]([O:17][CH2:18][CH:19]3[CH2:21][CH2:20]3)=[N:10][CH:11]=[C:12]([CH:16]=2)[C:13]([OH:15])=O)=[CH:4][CH:3]=1.[NH2:22][C@@H:23]1[CH2:28][CH2:27][CH2:26][CH2:25][C@H:24]1[OH:29]>>[CH:19]1([CH2:18][O:17][C:9]2[C:8]([C:5]3[CH:4]=[CH:3][C:2]([F:1])=[CH:7][CH:6]=3)=[CH:16][C:12]([C:13]([NH:22][C@@H:23]3[CH2:28][CH2:27][CH2:26][CH2:25][C@H:24]3[OH:29])=[O:15])=[CH:11][N:10]=2)[CH2:21][CH2:20]1. Procedure details: The title compound was synthesized in analogy to Example 5d, using 5-(4-fluoro-phenyl)-6-cyclopropylmethoxy-nicotinic acid and (1R,2R)-2-amino-cyclohexanol as starting materials, MS (ISP) 385.2 (M+H)+. Starting materials: C(C)OC(CNC1=CC=C(C=C1)C1CCN(CC1)C(C(F)(F)F)=O)OCC (N-(2,2-diethoxyethyl)-4-(1-trifluoroacetyl-4-piperidinyl)-aniline), C(C)OC(CBr)OCC (bromoacetaldehyde-diethylacetal), C(C)N(C(C)C)C(C)C (N-ethyl-diisopropylamine), amine, FC(C(=O)N1CCC(CC1)C1=CC=C(N)C=C1)(F)F (4-(1-trifluoroacetyl-4-piperidinyl)-aniline). Solvent: C1CCCCC1.C(C)(=O)OCC (cyclohexane ethyl acetate). Product: COC(=O)[C@@H]1CC[C@H](CC1)N1C(N(C=C1)C1=CC=C(C=C1)C1CCN(CC1)C(C(F)(F)F)=O)=O (1-[trans-4-(methoxycarbonyl)cyclohexyl]-3-[4-(1-trifluoroacetyl-4-piperidinyl)phenyl]-3H-imidazol-2-one). RXN SMILES: C(OC(OCC)CNC1C=CC([CH:13]2[CH2:18][CH2:17][N:16]([C:19](=[O:24])C(F)(F)F)[CH2:15][CH2:14]2)=CC=1)C.[F:28][C:29]([F:46])([F:45])[C:30]([N:32]1[CH2:37][CH2:36][CH:35]([C:38]2[CH:44]=[CH:43][C:41]([NH2:42])=[CH:40][CH:39]=2)[CH2:34][CH2:33]1)=[O:31].C([O:49][CH:50]([O:53][CH2:54]C)[CH2:51]Br)C.[CH2:56](N(C(C)C)C(C)C)[CH3:57]>C1CCCCC1.C(OCC)(=O)C>[CH3:54][O:53][C:50]([C@H:51]1[CH2:13][CH2:18][C@H:17]([N:16]2[CH:15]=[CH:14][N:42]([C:41]3[CH:43]=[CH:44][C:38]([CH:35]4[CH2:36][CH2:37][N:32]([C:30](=[O:31])[C:29]([F:28])([F:45])[F:46])[CH2:33][CH2:34]4)=[CH:39][CH:40]=3)[C:19]2=[O:24])[CH2:57][CH2:56]1)=[O:49] |f:4.5|. Reported procedure: The N-(2,2-diethoxyethyl)-4-(1-trifluoroacetyl-4-piperidinyl)-aniline use as amine [Rf value: 0.90 (silica gel; cyclohexane/ethyl acetate=1:3] is obtained by reacting 4-(1-trifluoroacetyl-4-piperidinyl)-aniline with bromoacetaldehyde-diethylacetal in the presence of N-ethyl-diisopropylamine. Yields the product C(C)(C)(C)OC(NCC(C1=CSC=C1)NC1=NC=CC(=N1)C1=CN=C2N1C=CN=C2N2CCN(CC2)C)=O ((2-{4-[8-(4-methyl-piperazin-1-yl)-imidazo[1,2-a]pyrazin-3-yl]-pyrimidin-2-ylamino}-2-thiophen-3-yl-ethyl)-carbamic acid tert-butyl ester). Procedure: The mixture of 3-(2-methanesulfonyl-pyrimidin-4-yl)-8-(4-methyl-piperazin-1-yl)-imidazo[1,2-a]pyrazine (from Example 46 supra) (200 mg, 0.536 mmol) and (2-amino-2-thiophen-3-yl-ethyl)-carbamic acid tert-butyl ester (from Example 74 supra) (520 mg, 2.14 mmol) was heated at 140° C., with stirring for 2 hours. The oil was purified by chromatography (silica gel, 10 g, 200-300 mesh, eluting with dichloromethane:methanol, 10:1 to 4:1) to afford crude (2-{4-[8-(4-methyl-piperazin-1-yl)-imidazo[1,2-a]py... As a reaction SMILES: CS([C:5]1[N:10]=[C:9]([C:11]2[N:15]3[CH:16]=[CH:17][N:18]=[C:19]([N:20]4[CH2:25][CH2:24][N:23]([CH3:26])[CH2:22][CH2:21]4)[C:14]3=[N:13][CH:12]=2)[CH:8]=[CH:7][N:6]=1)(=O)=O.[C:27]([O:31][C:32](=[O:42])[NH:33][CH2:34][CH:35]([NH2:41])[C:36]1[CH:40]=[CH:39][S:38][CH:37]=1)([CH3:30])([CH3:29])[CH3:28]>>[C:27]([O:31][C:32](=[O:42])[NH:33][CH2:34][CH:35]([NH:41][C:5]1[N:10]=[C:9]([C:11]2[N:15]3[CH:16]=[CH:17][N:18]=[C:19]([N:20]4[CH2:25][CH2:24][N:23]([CH3:26])[CH2:22][CH2:21]4)[C:14]3=[N:13][CH:12]=2)[CH:8]=[CH:7][N:6]=1)[C:36]1[CH:40]=[CH:39][S:38][CH:37]=1)([CH3:30])([CH3:28])[CH3:29]. Reaction conditions: temperature 140 celsius, time 2 hour. Reactants: CS(=O)(=O)C1=NC=CC(=N1)C1=CN=C2N1C=CN=C2N2CCN(CC2)C (3-(2-methanesulfonyl-pyrimidin-4-yl)-8-(4-methyl-piperazin-1-yl)-imidazo[1,2-a]pyrazine), C(C)(C)(C)OC(NCC(C1=CSC=C1)N)=O ((2-amino-2-thiophen-3-yl-ethyl)-carbamic acid tert-butyl ester). Reaction SMILES: [OH:1][C:2]1[CH:7]=[C:6]([CH3:8])[O:5][C:4](=[O:9])[C:3]=1[C:10](=[O:23])[CH:11]=[CH:12][C:13]1[CH:18]=[CH:17][CH:16]=[C:15]([CH:19]=[CH:20][C:21]#[N:22])[CH:14]=1.[H-].[Na+].S(OC)(O[CH3:30])(=O)=O>CN(C)P(N(C)C)(N(C)C)=O>[CH3:30][O:1][C:2]1[CH:7]=[C:6]([CH3:8])[O:5][C:4](=[O:9])[C:3]=1[C:10](=[O:23])[CH:11]=[CH:12][C:13]1[CH:18]=[CH:17][CH:16]=[C:15]([CH:19]=[CH:20][C:21]#[N:22])[CH:14]=1 |f:1.2|. Run in CN(P(=O)(N(C)C)N(C)C)C (hexamethylphosphoramide). The reactants are ice water, [H-].[Na+] (sodium hydride), S(=O)(=O)(OC)OC (dimethyl sulfate), OC1=C(C(OC(=C1)C)=O)C(C=CC1=CC(=CC=C1)C=CC#N)=O (4-hydroxy-3-[3-[3-(2-cyanoethenyl)phenyl]-1-oxo-2-propenyl]-6-methyl-2H-pyran-2-one). Conditions: temperature 50 celsius, time 10 minute. The yield is 30.6%. Product: COC1=C(C(OC(=C1)C)=O)C(C=CC1=CC(=CC=C1)C=CC#N)=O (4-methoxy-3-[3-[3-(2-cyanoethenyl)phenyl]-1-oxo-2-propenyl]-6-methyl-2H-pyran-2-one). Procedure details: To a mixture of 20 ml of hexamethylphosphoramide and 3.50 g of 4-hydroxy-3-[3-[3-(2-cyanoethenyl)phenyl]-1-oxo-2-propenyl]-6-methyl-2H-pyran-2-one was added 0.46 g of sodium hydride (60% oily) at about 0° C., and a temperature was raised to 50° C., followed by stirring for 1 hour and 10 minutes. Then, 3.22 g of dimethyl sulfate was added thereto, and the mixture was stirred at 50° C. for 4 hours. Thereafter, the reaction mixture was added to ice water, and the mixture was extracted with ethyl ac... Starting materials: C([O-])([O-])=O.[K+].[K+] (potassium carbonate), S(=O)(=O)(OC)OC (dimethyl sulphate), C(C1=CC=CC=C1)OC1=CC(=C(C(=O)OC)C=C1C(C)C)O (methyl 4-benzyloxy-2-hydroxy-5-isopropylbenzoate). The solvent is C(C)#N (acetonitrile). Product: C(C1=CC=CC=C1)OC1=CC(=C(C(=O)OC)C=C1C(C)C)OC (methyl 4-benzyloxy-5-isopropyl-2-methoxybenzoate). The yield is 94.4%. RXN SMILES: C(=O)([O-])[O-].[K+].[K+].S([O:12][CH3:13])(OC)(=O)=O.[CH2:14]([O:21][C:22]1[C:31]([CH:32]([CH3:34])[CH3:33])=[CH:30][C:25]([C:26]([O:28][CH3:29])=[O:27])=[C:24](O)[CH:23]=1)[C:15]1[CH:20]=[CH:19][CH:18]=[CH:17][CH:16]=1>C(#N)C>[CH2:14]([O:21][C:22]1[C:31]([CH:32]([CH3:34])[CH3:33])=[CH:30][C:25]([C:26]([O:28][CH3:29])=[O:27])=[C:24]([O:12][CH3:13])[CH:23]=1)[C:15]1[CH:20]=[CH:19][CH:18]=[CH:17][CH:16]=1 |f:0.1.2|. Reported procedure: Anhydrous potassium carbonate (450 mg, 3.26 mmol) and dimethyl sulphate (0.25 ml, 2.64 mmol) were added to a suspension of methyl 4-benzyloxy-2-hydroxy-5-isopropylbenzoate (650 mg, 2.17 mmol) in acetonitrile (20 ml) and the mixture was stirred and held at reflux for 16 hours. Upon cooling to room temperature the solvent was removed in vacuo and the residue acidified by the addition of 2M hydrochloric acid (20 ml). The organic material was extracted with ethyl acetate (2×30 ml) and the combined o...